From a dataset of the Open Reaction Database (ORD), a public repository of structured organic reaction records. describe an organic reaction: reactants, conditions, products, and yield Reactants: CC1(C)OB(c2ccc(O)cc2)OC1(C)C, COC(=O)c1cc(CO)c(C)o1, C1CCOC1, c1ccc(P(c2ccccc2)c2ccccc2)cc1. Product: COC(=O)c1cc(COc2ccc(B3OC(C)(C)C(C)(C)O3)cc2)c(C)o1. As a reaction SMILES: [CH3:13][C:14]1([CH3:28])[O:15][B:16]([c:21]2[cH:22][cH:23][c:24]([OH:27])[cH:25][cH:26]2)[O:17][C:18]1([CH3:19])[CH3:20].[CH3:1][O:2][C:3](=[O:4])[c:5]1[o:6][c:7]([CH3:12])[c:8]([CH2:10][OH:11])[cH:9]1.[O:48]1[CH2:49][CH2:50][CH2:51][CH2:52]1.[c:29]1([P:30]([c:31]2[cH:32][cH:33][cH:34][cH:35][cH:36]2)[c:37]2[cH:38][cH:39][cH:40][cH:41][cH:42]2)[cH:43][cH:44][cH:45][cH:46][cH:47]1>>[CH3:1][O:2][C:3](=[O:4])[c:5]1[o:6][c:7]([CH3:12])[c:8]([CH2:10][O:11][c:24]2[cH:23][cH:22][c:21]([B:16]3[O:15][C:14]([CH3:13])([CH3:28])[C:18]([CH3:19])([CH3:20])[O:17]3)[cH:26][cH:25]2)[cH:9]1. Starting materials: CC1Nc2ccc(Br)cc2C(C)(C)O1, COCCOC, OB(O)c1ccc(F)c(Cl)c1, [Na+], [Na+], O=C([O-])[O-], O, c1ccc(P(c2ccccc2)(c2ccccc2)[Pd](P(c2ccccc2)(c2ccccc2)c2ccccc2)(P(c2ccccc2)(c2ccccc2)c2ccccc2)P(c2ccccc2)(c2ccccc2)c2ccccc2)cc1. Product: CC1Nc2ccc(-c3ccc(F)c(Cl)c3)cc2C(C)(C)O1. Reaction SMILES: [Br:1][c:2]1[cH:3][cH:4][c:5]2[c:6]([cH:14]1)[C:7]([CH3:12])([CH3:13])[O:8][CH:9]([CH3:11])[NH:10]2.[CH3:32][O:33][CH2:34][CH2:35][O:36][CH3:37].[Cl:15][c:16]1[cH:17][c:18]([B:23]([OH:24])[OH:25])[cH:19][cH:20][c:21]1[F:22].[Na+:26].[Na+:27].[O-:28][C:29](=[O:30])[O-:31].[OH2:38].[cH:39]1[cH:40][cH:41][c:42]([P:43]([Pd:44]([P:45]([c:46]2[cH:47][cH:48][cH:49][cH:50][cH:51]2)([c:52]2[cH:53][cH:54][cH:55][cH:56][cH:57]2)[c:58]2[cH:59][cH:60][cH:61][cH:62][cH:63]2)([P:64]([c:65]2[cH:66][cH:67][cH:68][cH:69][cH:70]2)([c:71]2[cH:72][cH:73][cH:74][cH:75][cH:76]2)[c:77]2[cH:78][cH:79][cH:80][cH:81][cH:82]2)[P:83]([c:84]2[cH:85][cH:86][cH:87][cH:88][cH:89]2)([c:90]2[cH:91][cH:92][cH:93][cH:94][cH:95]2)[c:96]2[cH:97][cH:98][cH:99][cH:100][cH:101]2)([c:102]2[cH:103][cH:104][cH:105][cH:106][cH:107]2)[c:108]2[cH:109][cH:110][cH:111][cH:112][cH:113]2)[cH:114][cH:115]1>>[c:2]1(-[c:18]2[cH:17][c:16]([Cl:15])[c:21]([F:22])[cH:20][cH:19]2)[cH:3][cH:4][c:5]2[c:6]([cH:14]1)[C:7]([CH3:12])([CH3:13])[O:8][CH:9]([CH3:11])[NH:10]2. Reactants: ClC1=C(C(=O)Cl)C=C(C(=C1C#N)Cl)F (2,4-dichloro-3-cyano-5-fluoro-benzoyl chloride), FC=1C=C(C=C(C1)C)C (5-fluoro-1,3-xylene), FC=1C=C(C=C(C1)C)C (5-fluoro-1,3-xylene), ClC1=C(C=C2C(C(=CN(C2=C1C#N)C1CC1)C(=O)O)=O)F (7-chloro-8-cyano-1-cyclopropyl-6-fluoro-1,4-dihydro-4-oxo-3-quinolinecarboxylic acid), C(#N)C=1C(=C(C(=O)F)C=C(C1F)F)F (3-cyano-2,4,5-trifluoro-benzoyl fluoride). Product: ClC1=C(C=C(C(=C1C)Cl)F)C (2,4-dichloro-5-fluoro-1,3-dimethylbenzene). Reaction SMILES: [Cl:1][C:2]1[C:10]([C:11]#N)=[C:9]([Cl:13])[C:8]([F:14])=[CH:7][C:3]=1[C:4](Cl)=O.ClC1C(C#N)=C2C(C(=O)C(C(O)=O)=CN2C2CC2)=CC=1F.C(C1C(F)=C(C=C(F)C=1F)C(F)=O)#N.FC1C=C(C)C=C(C)C=1>>[Cl:1][C:2]1[C:10]([CH3:11])=[C:9]([Cl:13])[C:8]([F:14])=[CH:7][C:3]=1[CH3:4]. Procedure: An alternative process for the preparation of the intermediate compound 2,4-dichloro-3-cyano-5-fluoro-benzoyl chloride, which serves as a starting material for the preparation of 7-chloro-8-cyano-1-cyclopropyl-6-fluoro-1,4-dihydro-4-oxo-3-quinolinecarboxylic acid (EP-A-0 276 700) and which can converted into 3-cyano-2,4,5-trifluoro-benzoyl fluoride, starts from 5-fluoro-1,3-xylene: 5-fluoro-1,3-xylene is dichlorinated in the nucleus under ionic conditions in the presence of a catalyst to give 2,... Starting materials: ClC1=C(C=CC(=C1)Cl)I (2,4-dichloroiodobenzene), CC(C(C(C(C)(C)C)=O)=O)CCC (tetramethyl heptanedione), C([O-])([O-])=O.[Cs+].[Cs+] (cesium carbonate), BrC1=CC=C(C=C1)S (4-bromothiophenol). The reagents and catalysts are Cl[Cu] (CuCl). The solvent is hexanes, CN1C(CCC1)=O (N-Methyl-2-pyrrolidone), C(C)(=O)OCC (ethyl acetate). Reaction conditions: temperature 130 celsius, time 2 hour. Yields the product BrC1=CC=C(C=C1)SC1=C(C=C(C=C1)Cl)Cl (1-(4-bromo-phenylsulfanyl)-2,4-dichloro-benzene). The yield is 79.4%. RXN SMILES: [Br:1][C:2]1[CH:7]=[CH:6][C:5]([SH:8])=[CH:4][CH:3]=1.[Cl:9][C:10]1[CH:15]=[C:14]([Cl:16])[CH:13]=[CH:12][C:11]=1I.CC(CCC)C(=O)C(=O)C(C)(C)C.C(=O)([O-])[O-].[Cs+].[Cs+]>C(OCC)(=O)C.Cl[Cu].CN1CCCC1=O>[Br:1][C:2]1[CH:7]=[CH:6][C:5]([S:8][C:13]2[CH:12]=[CH:11][C:10]([Cl:9])=[CH:15][C:14]=2[Cl:16])=[CH:4][CH:3]=1 |f:3.4.5|. Reported procedure: N-Methyl-2-pyrrolidone (10 mL) was added to 4-bromothiophenol (0.500 g, 2.64 mmol) in a sealed tube and the mixture was purged with argon for 5 minutes. After this time, 2,4-dichloroiodobenzene (0.72 g, 2.64 mmol), CuCl (0.131 g, 1.32 mmol), tetramethyl heptanedione (0.14 mL, 0.66 mmol) and cesium carbonate (1.70 g, 5.28 mmol) were added to the reaction mixture. The reaction mixture was stirred at 130° C. under argon for 2 hours. The reaction mixture was cooled to room temperature, diluted with ... The reactants are ClC1=CC=C(C=C1)C1=C(C(NN=C1C)=O)C1=NC=C(C=C1F)Cl (5-(4-chlorophenyl)-4-(5-chloro-3-fluoro-2-pyridyl)-6-methyl-2H-pyridazin-3-one), P(=O)(Cl)(Cl)Cl (phosphorus oxychloride). Run at temperature 110 celsius, time 1.5 hour. The product is ClC=1N=NC(=C(C1C1=NC=C(C=C1F)Cl)C1=CC=C(C=C1)Cl)C (3-chloro-5-(4-chlorophenyl)-4-(5-chloro-3-fluoro-2-pyridyl)-6-methylpyridazine). Yield: 69.7%. Reaction SMILES: [Cl:1][C:2]1[CH:7]=[CH:6][C:5]([C:8]2[C:13]([CH3:14])=[N:12][NH:11][C:10](=O)[C:9]=2[C:16]2[C:21]([F:22])=[CH:20][C:19]([Cl:23])=[CH:18][N:17]=2)=[CH:4][CH:3]=1.P(Cl)(Cl)([Cl:26])=O>>[Cl:26][C:10]1[N:11]=[N:12][C:13]([CH3:14])=[C:8]([C:5]2[CH:6]=[CH:7][C:2]([Cl:1])=[CH:3][CH:4]=2)[C:9]=1[C:16]1[C:21]([F:22])=[CH:20][C:19]([Cl:23])=[CH:18][N:17]=1. Reported procedure: 0.3 g of 5-(4-chlorophenyl)-4-(5-chloro-3-fluoro-2-pyridyl)-6-methyl-2H-pyridazin-3-one and 10 g of phosphorus oxychloride were mixed. The mixture was stirred for 1.5 hours on an oil bath of 110° C. The reaction mixture was allowed to cool to room temperature, the, concentrated under reduced pressure. To the resultant residue were added ethyl acetate and ice-cooled sodium bicarbonate water. The mixture was stirred for about 5 minutes at room temperature, then, liquid-separated. The organic layer...